This data is from the Open Reaction Database (ORD), a public repository of structured organic reaction records. The task is: describe an organic reaction: reactants, conditions, products, and yield Starting materials: COC(C1=C(C=C(C=C1)I)O)=O (2-Hydroxy-4-iodo-benzoic acid methyl ester), 26-01, aqueous solution, C([O-])([O-])=O.[Na+].[Na+] (sodium carbonate), COCCOC (1,2-dimethoxyethane). Reagents/catalysts: [Pd].C1(=CC=CC=C1)P(C1=CC=CC=C1)C1=CC=CC=C1.C1(=CC=CC=C1)P(C1=CC=CC=C1)C1=CC=CC=C1.C1(=CC=CC=C1)P(C1=CC=CC=C1)C1=CC=CC=C1.C1(=CC=CC=C1)P(C1=CC=CC=C1)C1=CC=CC=C1 (tetrakis(triphenylphosphine) palladium). Conditions: time 18 hour. Yields the product OC1=C(C(=O)O)C=CC(=C1)C=C (2-Hydroxy-4-vinyl-benzoic acid), 26-02, COC(C1=C(C=C(C=C1)C=C)O)=O (2-Hydroxy-4-vinyl-benzoic acid methyl ester). Reaction SMILES: [CH3:1][O:2][C:3](=[O:12])[C:4]1[CH:9]=[CH:8][C:7](I)=[CH:6][C:5]=1[OH:11].C(=O)([O-])[O-].[Na+].[Na+].CO[CH2:21][CH2:22]OC>[Pd].C1(P(C2C=CC=CC=2)C2C=CC=CC=2)C=CC=CC=1.C1(P(C2C=CC=CC=2)C2C=CC=CC=2)C=CC=CC=1.C1(P(C2C=CC=CC=2)C2C=CC=CC=2)C=CC=CC=1.C1(P(C2C=CC=CC=2)C2C=CC=CC=2)C=CC=CC=1>[OH:11][C:5]1[CH:6]=[C:7]([CH:21]=[CH2:22])[CH:8]=[CH:9][C:4]=1[C:3]([OH:2])=[O:12].[CH3:1][O:2][C:3](=[O:12])[C:4]1[CH:9]=[CH:8][C:7]([CH:21]=[CH2:22])=[CH:6][C:5]=1[OH:11] |f:1.2.3,5.6.7.8.9|. Procedure: A round-bottom flask is charged with 2-Hydroxy-4-iodo-benzoic acid methyl ester, 26-01 (12.0 g, 43.2 mmol), 2,4,6-Trivinyl-cyclotriboroxane-pyridine complex (11.4 g, 47.5 mmol), tetrakis(triphenylphosphine) palladium (2.49 g, 2.16 mmol), 2.0 M aqueous solution of sodium carbonate (25.9 mL, 51.7 mmol), and 1,2-dimethoxyethane (50 mL), deoxygenated by alternating between vacuum and argon (3×), and refluxed under argon pressure for 3 h, and then stirred 18 h at ambient temperature. Volatiles are st...